From a dataset of the Open Reaction Database (ORD), a public repository of structured organic reaction records. describe an organic reaction: reactants, conditions, products, and yield Reactants: Cl.C(C)(=N)N (acetamidine hydrochloride), 22.5, C[O-].[Na+] (sodium methoxide), C1(=CC=CC=C1)C1=NCC(C(C2=C1C=CC=C2)=O)=CN(C)C (1-phenyl-3,4-dihydro-4-[(dimethylamino)methylene]-5H-2-benzazepin-5-one), Cl (hydrogen chloride). Run in CO (methanol), C(Cl)Cl (methylene chloride), CO (methanol). Product: Cl.Cl.CC=1N=CC=2CN=C(C3=C(C2N1)C=CC=C3)C3=CC=CC=C3 (2-methyl-7-phenyl-5H-pyrimido[5,4-d][2]benzazepine dihydrochloride). As a reaction SMILES: [ClH:1].[C:2]([NH2:5])(=[NH:4])[CH3:3].C[O-].[Na+].[C:9]1([C:15]2[C:21]3[CH:22]=[CH:23][CH:24]=[CH:25][C:20]=3[C:19](=O)[C:18](=[CH:27]N(C)C)[CH2:17][N:16]=2)[CH:14]=[CH:13][CH:12]=[CH:11][CH:10]=1.Cl>CO.C(Cl)Cl>[ClH:1].[ClH:1].[CH3:3][C:2]1[N:4]=[CH:27][C:18]2[CH2:17][N:16]=[C:15]([C:9]3[CH:14]=[CH:13][CH:12]=[CH:11][CH:10]=3)[C:21]3[CH:22]=[CH:23][CH:24]=[CH:25][C:20]=3[C:19]=2[N:5]=1 |f:0.1,2.3,8.9.10|. Procedure: In five equal portions 9.0 g (95 mmole) of acetamidine hydrochloride and 22.5 (0.1 mole) of a 4.46M methanol solution of sodium methoxide was added over 3 hr to a solution of 4.5 g (15 mmole) of 1-phenyl-3,4-dihydro-4-[(dimethylamino)methylene]-5H-2-benzazepin-5-one in 180 ml of methanol and 180 ml of methylene chloride. The methylene chloride solution was washed with water, dried over anhydrous sodium sulfate, and concentrated at reduced pressure to give an oil. The oil was dissolved in an exce...